Task: describe an organic reaction: reactants, conditions, products, and yield. Dataset: the Open Reaction Database (ORD), a public repository of structured organic reaction records Reactants: CC(C)O, CS(=O)(=O)NC1CCCCC1Nc1nc(Cl)ncc1Cl, Cl, Nc1ccc2c(c1)CCC(=O)CC2, C1COCCO1, O. Yields the product CS(=O)(=O)NC1CCCCC1Nc1nc(Nc2ccc3c(c2)CCC(=O)CC3)ncc1Cl. RXN SMILES: [CH:34]([OH:35])([CH3:36])[CH3:37].[Cl:1][c:2]1[n:3][cH:4][c:5]([Cl:20])[c:6]([NH:8][CH:9]2[CH:10]([NH:15][S:16](=[O:17])(=[O:18])[CH3:19])[CH2:11][CH2:12][CH2:13][CH2:14]2)[n:7]1.[ClH:38].[NH2:21][c:22]1[cH:23][cH:24][c:25]2[c:26]([cH:33]1)[CH2:27][CH2:28][C:29](=[O:32])[CH2:30][CH2:31]2.[O:40]1[CH2:41][CH2:42][O:43][CH2:44][CH2:45]1.[OH2:39]>>[c:2]1([NH:21][c:22]2[cH:23][cH:24][c:25]3[c:26]([cH:33]2)[CH2:27][CH2:28][C:29](=[O:32])[CH2:30][CH2:31]3)[n:3][cH:4][c:5]([Cl:20])[c:6]([NH:8][CH:9]2[CH:10]([NH:15][S:16](=[O:17])(=[O:18])[CH3:19])[CH2:11][CH2:12][CH2:13][CH2:14]2)[n:7]1. The reactants are C(C1=CC=CC=C1)OC=1C=C(C=O)C=C(C1O)I (3-benzyloxy-4-hydroxy-5-iodo benzaldehyde), C([O-])([O-])=O.[K+].[K+] (potassium carbonate), BrCCC (1-bromo propane). Run in O (water), CN(C)C=O (DMF). Run at temperature 77.5 celsius, time 12 hour. The product is C(C1=CC=CC=C1)OC=1C=C(C=O)C=C(C1OCCC)I (3-benzyloxy-4-propoxy-5-Iodo benzaldehyde). Yield: 83.1%. Reaction SMILES: [CH2:1]([O:8][C:9]1[CH:10]=[C:11]([CH:14]=[C:15]([I:18])[C:16]=1[OH:17])[CH:12]=[O:13])[C:2]1[CH:7]=[CH:6][CH:5]=[CH:4][CH:3]=1.C(=O)([O-])[O-].[K+].[K+].Br[CH2:26][CH2:27][CH3:28]>CN(C=O)C.O>[CH2:1]([O:8][C:9]1[CH:10]=[C:11]([CH:14]=[C:15]([I:18])[C:16]=1[O:17][CH2:26][CH2:27][CH3:28])[CH:12]=[O:13])[C:2]1[CH:3]=[CH:4][CH:5]=[CH:6][CH:7]=1 |f:1.2.3|. Reported procedure: To a mixture of 3-benzyloxy-4-hydroxy-5-iodo benzaldehyde (23.1 g, 0.065 mol) and potassium carbonate (11.70 g, 0.084 mol) in DMF (55 ml) was added 1-bromo propane (12.03 g, 0.09 mol). The reaction mixture was stirred at 75-80° C. for 12 h. The reaction mixture was cooled to room temperature, diluted with water and extracted with ether (480 ml). The ether layer was dried Na2SO4), filtered and concentrated. The crude product was purified on silica gel column using (1:18) EtOAc: light petroleum as...